Dataset: the Open Reaction Database (ORD), a public repository of structured organic reaction records. Task: describe an organic reaction: reactants, conditions, products, and yield Reactants: C(C)(=O)NC1=NC=CC=C1/C=C/C=1C=C(C=CC1)NC1=NC=CC=C1N (2-[3-[(E)-2-(2-acetamido-3-pyridyl)vinyl]phenylamino]-3-aminopyridine), [Cl-].[NH4+] (ammonium chloride), C(C)O (ethanol). Reagents/catalysts: [Fe] (iron). Run in O (water). Yields the product C(C)(=O)NC1=CC=C(C=N1)/C=C/C=1C=C(C=CC1)NC1=NC=CC=C1N (2-[3-[(E)-2-(6-acetamido-3-pyridyl)vinyl]phenylamino]-3-aminopyridine). As a reaction SMILES: C(N[C:5]1[C:10](/[CH:11]=[CH:12]/[C:13]2[CH:14]=[C:15]([NH:19][C:20]3[C:25]([NH2:26])=[CH:24][CH:23]=[CH:22][N:21]=3)[CH:16]=[CH:17][CH:18]=2)=[CH:9][CH:8]=[CH:7][N:6]=1)(=O)C.[Cl-].[NH4+:28].[CH2:29]([OH:31])[CH3:30]>[Fe].O>[C:29]([NH:28][C:7]1[N:6]=[CH:5][C:10](/[CH:11]=[CH:12]/[C:13]2[CH:14]=[C:15]([NH:19][C:20]3[C:25]([NH2:26])=[CH:24][CH:23]=[CH:22][N:21]=3)[CH:16]=[CH:17][CH:18]=2)=[CH:9][CH:8]=1)(=[O:31])[CH3:30] |f:1.2|. Reported procedure: A mixture of 2-[3-[(E)-2-(2-acetamido-3-pyridyl)vinyl]phenylamino]-3-aminopyridine (1.86 g), iron powder (1.39 g) and ammonium chloride (0.26 g), ethanol (20 ml) and water (6 ml) was stirred under reflux for an hour. The reaction was filtered, concentrated and extracted with chloroform. The extracts were washed with saturated sodium bicarbonate solution, dried and evaporated to afford 2-[3-[(E)-2-(6-acetamido-3-pyridyl)vinyl]phenylamino]-3-aminopyridine as dark purple crystals (1.59 g). Reactants: C(C(CO[N+](=O)[O-])(CO[N+](=O)[O-])CO[N+](=O)[O-])O[N+](=O)[O-] (pentaerythrityl tetranitrate), O.NN (hydrazine hydrate). Yields the product C(C(CO[N+](=O)[O-])(CO[N+](=O)[O-])CO[N+](=O)[O-])O (Pentaerythrityl trinitrate). Procedure: 158 g (0.5 mol) of pentaerythrityl tetranitrate (PETN) are dissolved in a boiling mixture of 300 ml of dioxane and 300 ml of ethanol, and different amounts of aqueous hydrazine hydrate solution (1.5-4 mol) are added in portions over 1 hour. The reaction mixture is then refluxed for a further 2.5 hours. The solvents are evaporated off at 15 mm Hg and the residue is extracted by shaking several times with 100 ml portions of water, as required, until the volume of the oil layer no longer decreases ... Solvent: O1CCOCC1 (dioxane), C(C)O (ethanol). Reaction SMILES: [CH2:1]([O:18][N+:19]([O-:21])=[O:20])[C:2]([CH2:13][O:14][N+]([O-])=O)([CH2:8][O:9][N+:10]([O-:12])=[O:11])[CH2:3][O:4][N+:5]([O-:7])=[O:6].O.NN>O1CCOCC1.C(O)C>[CH2:13]([OH:14])[C:2]([CH2:8][O:9][N+:10]([O-:12])=[O:11])([CH2:3][O:4][N+:5]([O-:7])=[O:6])[CH2:1][O:18][N+:19]([O-:21])=[O:20] |f:1.2|.